Dataset: the Open Reaction Database (ORD), a public repository of structured organic reaction records. Task: describe an organic reaction: reactants, conditions, products, and yield The reactants are CCOC(=O)COc1ccc(Sc2cc(C#Cc3ccccc3)cc(OCCC3CCCCC3)c2)cc1C, C1CCOC1, CCO, Cl, [Na+], [OH-]. The product is Cc1cc(Sc2cc(C#Cc3ccccc3)cc(OCCC3CCCCC3)c2)ccc1OCC(=O)O. Reaction SMILES: [CH2:1]([CH3:2])[O:3][C:4]([CH2:5][O:6][c:7]1[c:8]([CH3:37])[cH:9][c:10]([S:13][c:14]2[cH:15][c:16]([O:28][CH2:29][CH2:30][CH:31]3[CH2:32][CH2:33][CH2:34][CH2:35][CH2:36]3)[cH:17][c:18]([C:20]#[C:21][c:22]3[cH:23][cH:24][cH:25][cH:26][cH:27]3)[cH:19]2)[cH:11][cH:12]1)=[O:38].[CH2:45]1[O:46][CH2:47][CH2:48][CH2:49]1.[CH3:39][CH2:40][OH:41].[ClH:44].[Na+:43].[OH-:42]>>[O:3]=[C:4]([CH2:5][O:6][c:7]1[c:8]([CH3:37])[cH:9][c:10]([S:13][c:14]2[cH:15][c:16]([O:28][CH2:29][CH2:30][CH:31]3[CH2:32][CH2:33][CH2:34][CH2:35][CH2:36]3)[cH:17][c:18]([C:20]#[C:21][c:22]3[cH:23][cH:24][cH:25][cH:26][cH:27]3)[cH:19]2)[cH:11][cH:12]1)[OH:38]. Product: CC(Br)c1ccc2c(c1)C(C)(C)CCO2. The reactants are CC(O)c1ccc2c(c1)C(C)(C)CCO2, CCOCC, CCCCCC, BrP(Br)Br, c1ccncc1. As a reaction SMILES: [CH3:1][C:2]1([CH3:15])[CH2:3][CH2:4][O:5][c:6]2[cH:7][cH:8][c:9]([CH:12]([CH3:13])[OH:14])[cH:10][c:11]21.[CH3:26][CH2:27][O:28][CH2:29][CH3:30].[CH3:31][CH2:32][CH2:33][CH2:34][CH2:35][CH3:36].[P:22]([Br:23])([Br:24])[Br:25].[cH:16]1[cH:17][cH:18][n:19][cH:20][cH:21]1>>[CH3:1][C:2]1([CH3:15])[CH2:3][CH2:4][O:5][c:6]2[cH:7][cH:8][c:9]([CH:12]([CH3:13])[Br:23])[cH:10][c:11]21.